This data is from the Open Reaction Database (ORD), a public repository of structured organic reaction records. The task is: describe an organic reaction: reactants, conditions, products, and yield Run at temperature 50 celsius, time 2 hour. Procedure details: To anhydrous acetic acid (0.25 ml) was added formic acid (0.13 ml) under ice-cooling, and the mixture was stirred under nitrogen atmosphere at 50° C. for 2 hours. To the mixture was added THF (2 ml) and then was added dropwise, under ice-cooling, a solution of methyl 7-[4-(2-ethoxyethoxy)phenyl]-2,3-dihydro-1H-1-benzazepine-4-carboxylate (0.25 g) in THF (10 ml), and the mixture was stirred at room temperature overnight. The solvent was evaporated, and to the residue was added water. The mixture ... Product: C(C)OCCOC1=CC=C(C=C1)C=1C=CC2=C(C=C(CCN2C=O)C(=O)OC)C1 (methyl 7-[4-(2-ethoxyethoxy)phenyl]-1-formyl-2,3-dihydro-1H-1-benzazepine-4-carboxylate). Reaction SMILES: [C:1](O)(=[O:3])C.C(O)=O.[CH2:8]([O:10][CH2:11][CH2:12][O:13][C:14]1[CH:19]=[CH:18][C:17]([C:20]2[CH:21]=[CH:22][C:23]3[NH:29][CH2:28][CH2:27][C:26]([C:30]([O:32][CH3:33])=[O:31])=[CH:25][C:24]=3[CH:34]=2)=[CH:16][CH:15]=1)[CH3:9]>C1COCC1>[CH2:8]([O:10][CH2:11][CH2:12][O:13][C:14]1[CH:15]=[CH:16][C:17]([C:20]2[CH:21]=[CH:22][C:23]3[N:29]([CH:1]=[O:3])[CH2:28][CH2:27][C:26]([C:30]([O:32][CH3:33])=[O:31])=[CH:25][C:24]=3[CH:34]=2)=[CH:18][CH:19]=1)[CH3:9]. Solvent: C1CCOC1 (THF), C1CCOC1 (THF). Starting materials: C(C)(=O)O (acetic acid), C(=O)O (formic acid), C(C)OCCOC1=CC=C(C=C1)C=1C=CC2=C(C=C(CCN2)C(=O)OC)C1 (methyl 7-[4-(2-ethoxyethoxy)phenyl]-2,3-dihydro-1H-1-benzazepine-4-carboxylate). Reactants: C1CCNCC1, ClC(Cl)Cl, COc1cccc2c1CCC2Cl, Cl. Product: COc1cccc2c1CCC2N1CCCCC1. Reaction SMILES: [CH2:13]1[CH2:14][CH2:15][NH:16][CH2:17][CH2:18]1.[CH:20]([Cl:21])([Cl:22])[Cl:23].[Cl:1][CH:2]1[CH2:3][CH2:4][c:5]2[c:6]([O:11][CH3:12])[cH:7][cH:8][cH:9][c:10]21.[ClH:19]>>[CH:2]1([N:16]2[CH2:15][CH2:14][CH2:13][CH2:18][CH2:17]2)[CH2:3][CH2:4][c:5]2[c:6]([O:11][CH3:12])[cH:7][cH:8][cH:9][c:10]21.